From a dataset of the Open Reaction Database (ORD), a public repository of structured organic reaction records. describe an organic reaction: reactants, conditions, products, and yield Reactants: N1N=CN=C1 (1,2,4-triazole), ClC=1N=C(C2=C(N1)SC(=C2)CC)NCC2=CC1=C(C=C2)OCCO1 (2-chloro-6-ethyl-4-(3,4-ethylendioxybenzylamino)-thieno-[2,3-d]-pyrimidine). Reaction SMILES: [NH:1]1[CH:5]=[N:4][CH:3]=[N:2]1.Cl[C:7]1[N:8]=[C:9]([NH:18][CH2:19][C:20]2[CH:25]=[CH:24][C:23]3[O:26][CH2:27][CH2:28][O:29][C:22]=3[CH:21]=2)[C:10]2[CH:15]=[C:14]([CH2:16][CH3:17])[S:13][C:11]=2[N:12]=1>>[N:1]1([C:7]2[N:8]=[C:9]([NH:18][CH2:19][C:20]3[CH:25]=[CH:24][C:23]4[O:26][CH2:27][CH2:28][O:29][C:22]=4[CH:21]=3)[C:10]3[CH:15]=[C:14]([CH2:16][CH3:17])[S:13][C:11]=3[N:12]=2)[CH:5]=[N:4][CH:3]=[N:2]1. Reported procedure: Following the procedure of Example 97, the reaction of 1,2,4-triazole with 2-chloro-6-ethyl-4-(3,4-ethylendioxybenzylamino)-thieno-[2,3-d]-pyrimidine gives 2-(1,2,4-triazol-1-yl)-6-ethyl-4-(3,4-ethylendioxybenzylamino)-thieno-[2,3-d]-pyrimidine. The product is N1(N=CN=C1)C=1N=C(C2=C(N1)SC(=C2)CC)NCC2=CC1=C(C=C2)OCCO1 (2-(1,2,4-triazol-1-yl)-6-ethyl-4-(3,4-ethylendioxybenzylamino)-thieno-[2,3-d]-pyrimidine). Procedure: To investigate the initiation and progression of the copolymerization reaction, the open circuit potential and the polymerization temperature of the reaction mixture are monitored during the copolymerization. Pyrene and pyrrole are reacted at different molar ratios using anhydrous ferric chloride as the oxidant in the presence of nitromethane. The molar ratios of pyrene to pyrrole (Pyre/Pyrr) added to the reaction are 90:10, 70:30, and 30:70, respectively. The molar ratio of oxidant to the total... The product is C1=CC=C2C=CC3=CC=CC4=CC=C1C2=C34.N1C=CC=C1 (Pyrene Pyrrole). Run in [N+](=O)([O-])C (nitromethane). Reaction conditions: time 30 hour. Starting materials: C1=CC=C2C=CC3=CC=CC4=CC=C1C2=C34 (Pyrene), N1C=CC=C1 (pyrrole), C1=CC=C2C=CC3=CC=CC4=CC=C1C2=C34 (pyrene), N1C=CC=C1 (pyrrole), ferric chloride. Reaction SMILES: [CH:1]1[C:14]2[C:15]3=[C:16]4[C:11](=[CH:12][CH:13]=2)[CH:10]=[CH:9][CH:8]=[C:7]4[CH:6]=[CH:5][C:4]3=[CH:3][CH:2]=1.[NH:17]1[CH:21]=[CH:20][CH:19]=[CH:18]1>[N+](C)([O-])=O>[CH:8]1[C:7]2[C:16]3=[C:15]4[C:4](=[CH:5][CH:6]=2)[CH:3]=[CH:2][CH:1]=[C:14]4[CH:13]=[CH:12][C:11]3=[CH:10][CH:9]=1.[NH:17]1[CH:21]=[CH:20][CH:19]=[CH:18]1 |f:3.4|. Starting materials: [Li]CCCC, C1CCOC1, CN(C)C=O, CC(C)OC(=O)Nc1cc(F)cc(F)c1. The product is CC(C)OC(=O)Nc1cc(F)c(C=O)c(F)c1. As a reaction SMILES: [CH2:1]([Li:2])[CH2:3][CH2:4][CH3:5].[CH2:26]1[O:27][CH2:28][CH2:29][CH2:30]1.[CH3:21][N:22]([CH:23]=[O:24])[CH3:25].[F:6][c:7]1[cH:8][c:9]([NH:14][C:15]([O:16][CH:17]([CH3:18])[CH3:19])=[O:20])[cH:10][c:11]([F:13])[cH:12]1>>[F:6][c:7]1[cH:8][c:9]([NH:14][C:15]([O:16][CH:17]([CH3:18])[CH3:19])=[O:20])[cH:10][c:11]([F:13])[c:12]1[CH:23]=[O:24]. Reactants: CN1N=CC(=C1)N1C(CN(CC1)C(=O)OC(C)(C)C)=O (tert-Butyl 4-(1-methyl-1H-pyrazol-4-yl)-3-oxopiperazine-1-carboxylate), Cl (hydrogen chloride). The solvent is C(C)(=O)OCC (ethyl acetate). Reaction conditions: temperature 0 celsius. Product: CN1N=CC(=C1)N1C(CNCC1)=O (1-(1-methyl-1H-pyrazol-4-yl)piperazin-2-one). RXN SMILES: [CH3:1][N:2]1[CH:6]=[C:5]([N:7]2[CH2:12][CH2:11][N:10](C(OC(C)(C)C)=O)[CH2:9][C:8]2=[O:20])[CH:4]=[N:3]1.Cl>C(OCC)(=O)C>[CH3:1][N:2]1[CH:6]=[C:5]([N:7]2[CH2:12][CH2:11][NH:10][CH2:9][C:8]2=[O:20])[CH:4]=[N:3]1. Procedure: tert-Butyl 4-(1-methyl-1H-pyrazol-4-yl)-3-oxopiperazine-1-carboxylate (0.058 g, 0.21 mmol) was suspended in ethyl acetate (2 mL), cooled to 0° C., and saturated with gaseous hydrogen chloride. The mixture was warmed to ambient temperature and after 18 hours, concentrated in vacuo. The mixture was treated with sodium bicarbonate (aqueous saturated), washed with a 10% solution of methanol in dichloromethane (3×), filtered, and concentrated in vacuo, providing the titled. Reactants: S(=O)(Cl)Cl (Thionyl chloride), C(CCCCCCCCCCC)OC1=C(C=C(C=C1)C1=CC=C(C=C1)C(=O)O)F (4'-dodecyloxy-3'-fluorobiphenyl-4-carboxylic acid). Reagents/catalysts: N1=CC=CC=C1 (pyridine). Yields the product C(CCCCCCCCCCC)OC1=C(C=C(C=C1)C1=CC=C(C=C1)C(=O)Cl)F (4'-dodecyloxy-3'-fluorobiphenyl-4-carbonyl chloride). Reaction SMILES: S(Cl)([Cl:3])=O.[CH2:5]([O:17][C:18]1[CH:23]=[CH:22][C:21]([C:24]2[CH:29]=[CH:28][C:27]([C:30](O)=[O:31])=[CH:26][CH:25]=2)=[CH:20][C:19]=1[F:33])[CH2:6][CH2:7][CH2:8][CH2:9][CH2:10][CH2:11][CH2:12][CH2:13][CH2:14][CH2:15][CH3:16]>N1C=CC=CC=1>[CH2:5]([O:17][C:18]1[CH:23]=[CH:22][C:21]([C:24]2[CH:29]=[CH:28][C:27]([C:30]([Cl:3])=[O:31])=[CH:26][CH:25]=2)=[CH:20][C:19]=1[F:33])[CH2:6][CH2:7][CH2:8][CH2:9][CH2:10][CH2:11][CH2:12][CH2:13][CH2:14][CH2:15][CH3:16]. Reported procedure: Thionyl chloride (8.5 g) was added to 4.0 g of the 4'-dodecyloxy-3'-fluorobiphenyl-4-carboxylic acid synthesized by the method shown in Example 1, and one drop of pyridine was added. The mixture was refluxed for 6 hours. After the reaction, the reaction mixture was concentrated to obtain 4'-dodecyloxy-3'-fluorobiphenyl-4-carbonyl chloride. To the product was added 2.15 g of 4-hydroxyphenyl (s)-2-ethoxypropionate. Furthermore, 10 ml of dry pyridine was added, and the mixture was stirred at room t... Reactants: O=CC(O)C(O)C(O)C(O)C(=O)O, O=C(O)C(O)C(O)C(O)C(O)CO. The product is O=CC(O)C(O)C(O)CO. Reaction SMILES: [O:1]=[CH:2][CH:3]([OH:4])[CH:5]([OH:6])[CH:7]([OH:8])[CH:9]([OH:10])[C:11]([OH:12])=[O:13].[OH:14][CH2:15][CH:16]([CH:17]([CH:18]([CH:19]([C:20](=[O:21])[OH:22])[OH:23])[OH:24])[OH:25])[OH:26]>>[O:1]=[CH:2][CH:3]([OH:4])[CH:5]([OH:6])[CH:7]([OH:8])[CH2:9][OH:10]. Reactants: CCOC(=O)OCC, C[O-], CCC(N)(CO)CO, [Na+]. Product: CCC1(CO)COC(=O)N1. RXN SMILES: [CH2:9]([O:11][C:10](=[O:12])[O:13][CH2:14][CH3:15])[CH3:16].[CH3:17][O-:18].[NH2:1][C:2]([CH2:3][OH:4])([CH2:5][OH:6])[CH2:7][CH3:8].[Na+:19]>>[NH:1]1[C:2]([CH2:3][OH:4])([CH2:7][CH3:8])[CH2:5][O:6][C:9]1=[O:11]. Reactants: O=C([O-])[O-], CO, CCC(=O)c1ccc(F)cc1, [K+], [K+]. As a reaction SMILES: [C:12](=[O:13])([O-:14])[O-:15].[CH3:18][OH:19].[F:1][c:2]1[cH:3][cH:4][c:5]([C:8]([CH2:9][CH3:10])=[O:11])[cH:6][cH:7]1.[K+:16].[K+:17]>>[F:1][c:2]1[cH:3][cH:4][c:5]([C:8]([CH:9]([CH3:10])[CH2:18][OH:19])=[O:11])[cH:6][cH:7]1. The product is CC(CO)C(=O)c1ccc(F)cc1. The reactants are ClCCl, COC(=O)C(C)(CC#Cc1cc(-c2ccc(F)cc2C)c(N(C)C(=O)C(C)(C)c2cc(C(F)(F)F)cc(C(F)(F)F)c2)cn1)NC(=O)OC(C)(C)C, O=C(O)C(F)(F)F, O. The product is COC(=O)C1(C)CCC(c2cc(-c3ccc(F)cc3C)c(N(C)C(=O)C(C)(C)c3cc(C(F)(F)F)cc(C(F)(F)F)c3)cn2)=N1. As a reaction SMILES: [Cl:61][CH2:62][Cl:63].[F:1][C:2]([c:3]1[cH:4][c:5]([C:13]([C:14](=[O:15])[N:16]([c:17]2[c:18](-[c:40]3[c:41]([CH3:47])[cH:42][c:43]([F:46])[cH:44][cH:45]3)[cH:19][c:20]([C:23]#[C:24][CH2:25][C:26]([C:27](=[O:28])[O:29][CH3:30])([CH3:31])[NH:32][C:33]([O:34][C:35]([CH3:36])([CH3:37])[CH3:38])=[O:39])[n:21][cH:22]2)[CH3:48])([CH3:49])[CH3:50])[cH:6][c:7]([C:9]([F:10])([F:11])[F:12])[cH:8]1)([F:51])[F:52].[F:53][C:54]([F:55])([F:56])[C:57]([OH:58])=[O:59].[OH2:60]>>[F:1][C:2]([c:3]1[cH:4][c:5]([C:13]([C:14](=[O:15])[N:16]([c:17]2[c:18](-[c:40]3[c:41]([CH3:47])[cH:42][c:43]([F:46])[cH:44][cH:45]3)[cH:19][c:20]([C:23]3=[N:32][C:26]([C:27](=[O:28])[O:29][CH3:30])([CH3:31])[CH2:25][CH2:24]3)[n:21][cH:22]2)[CH3:48])([CH3:49])[CH3:50])[cH:6][c:7]([C:9]([F:10])([F:11])[F:12])[cH:8]1)([F:51])[F:52].